Dataset: the Open Reaction Database (ORD), a public repository of structured organic reaction records. Task: describe an organic reaction: reactants, conditions, products, and yield Reactants: CSCCC#N, NS(N)(=O)=O, N=O. The product is CSCCC(=O)NS(N)(=O)=O. RXN SMILES: [CH3:1][S:2][CH2:3][CH2:4][C:5]#[N:6].[NH2:9][S:10]([NH2:11])(=[O:12])=[O:13].[NH:7]=[O:8]>>[CH3:1][S:2][CH2:3][CH2:4][C:5]([NH:6][S:10]([NH2:9])(=[O:12])=[O:13])=[O:8]. Starting materials: [H-].[Na+] (Sodium hydride), C(C)O (Ethanol), C(C)OC(=O)C=1NC2=CC=C(C=C2C1)[N+](=O)[O-] (5-Nitro-1H-indole-2-carboxylic acid ethyl ester), C(C)I (Ethyl iodide). Run in CN(C)C=O (DMF), O (water). Run at temperature 0 celsius, time 30 minute. Product: C(C)OC(=O)C=1N(C2=CC=C(C=C2C1)[N+](=O)[O-])CC (1-Ethyl-5-nitro-1H-indole-2-carboxylic acid ethyl ester). RXN SMILES: [CH2:1]([O:3][C:4]([C:6]1[NH:7][C:8]2[C:13]([CH:14]=1)=[CH:12][C:11]([N+:15]([O-:17])=[O:16])=[CH:10][CH:9]=2)=[O:5])[CH3:2].[H-].[Na+].[CH2:20](I)[CH3:21].C(O)C>CN(C=O)C.O>[CH2:1]([O:3][C:4]([C:6]1[N:7]([CH2:20][CH3:21])[C:8]2[C:13]([CH:14]=1)=[CH:12][C:11]([N+:15]([O-:17])=[O:16])=[CH:10][CH:9]=2)=[O:5])[CH3:2] |f:1.2|. Procedure details: 5-Nitro-1H-indole-2-carboxylic acid ethyl ester (5 g, 21.3 mol) was dissolved in DMF (50 mL). The reaction mixture was cooled to 0° C. Sodium hydride (1.02, 25.5 mmol, 60% in mineral oil) was added to the above solution in portions over 10 minutes. The mixture was stirred at room temperature for 30 minutes. Ethyl iodide (6.5 g, 42 mmol) was added to the above solution and the reaction mixture was stirred overnight. Ethanol (30 mL) was added to the reaction mixture and the mixture was poured into...